From a dataset of the Open Reaction Database (ORD), a public repository of structured organic reaction records. describe an organic reaction: reactants, conditions, products, and yield Starting materials: NC=1C=C(C=CC1)C1=CC=C(C=C1)C(=O)O (3′-Aminobiphenyl-4-carboxylic acid), C(C)(=O)OC(C)=O (acetic anhydride). Solvent: N1=CC=CC=C1 (pyridine). Product: C(C)(=O)NC=1C=C(C=CC1)C1=CC=C(C=C1)C(=O)O (3′-Acetylaminobiphenyl-4-carboxylic acid). Reaction SMILES: [NH2:1][C:2]1[CH:3]=[C:4]([C:8]2[CH:13]=[CH:12][C:11]([C:14]([OH:16])=[O:15])=[CH:10][CH:9]=2)[CH:5]=[CH:6][CH:7]=1.[C:17](OC(=O)C)(=[O:19])[CH3:18]>N1C=CC=CC=1>[C:17]([NH:1][C:2]1[CH:3]=[C:4]([C:8]2[CH:13]=[CH:12][C:11]([C:14]([OH:16])=[O:15])=[CH:10][CH:9]=2)[CH:5]=[CH:6][CH:7]=1)(=[O:19])[CH3:18]. Procedure details: 3′-Aminobiphenyl-4-carboxylic acid (0.2 g) was mixed with pyridine (0.7 g) and acetic anhydride (180 mg) and, after 14 hours, volatile fractions were removed. The residue was taken up in sodium hydroxide solution (2N) and washed with diethyl ether. The aqueous phase was acidified with hydrochloric acid and extracted with ethyl acetate. The organic phase was dried over magnesium sulfate and concentrated. This resulted in the product with the molecular weight of 255.28 (C15H13NO3); MS (ESI): 256 (... The reactants are CI, CC(C)(C)OC(=O)NC1CCNC1=O. The product is CN1CCC(NC(=O)OC(C)(C)C)C1=O. RXN SMILES: [CH3:15][I:16].[O:1]=[C:2]1[NH:3][CH2:4][CH2:5][CH:6]1[NH:7][C:8]([O:9][C:10]([CH3:11])([CH3:12])[CH3:13])=[O:14]>>[O:1]=[C:2]1[N:3]([CH3:15])[CH2:4][CH2:5][CH:6]1[NH:7][C:8]([O:9][C:10]([CH3:11])([CH3:12])[CH3:13])=[O:14]. Starting materials: BrC1=NC2=CC=CC=C2C=C1 (2-bromoquinoline), C(CC#C)O (3-butynol), C1(CCCCC1)NC1CCCCC1 (N,N-dicyclohexylamine), C(C)#N (acetonitrile). Reagents/catalysts: [Cu]I (copper (I) iodide). The solvent is CCOCC (Ether). Reaction conditions: time 5 hour. Product: N1=C(C=CC2=CC=CC=C12)C#CCCO (4-(2-Quinolinyl)-3-butynol). As a reaction SMILES: Br[C:2]1[CH:11]=[CH:10][C:9]2[C:4](=[CH:5][CH:6]=[CH:7][CH:8]=2)[N:3]=1.[CH2:12]([OH:16])[CH2:13][C:14]#[CH:15].C1(NC2CCCCC2)CCCCC1.C(#N)C>[Cu]I.CCOCC>[N:3]1[C:4]2[C:9](=[CH:8][CH:7]=[CH:6][CH:5]=2)[CH:10]=[CH:11][C:2]=1[C:15]#[C:14][CH2:13][CH2:12][OH:16]. Procedure details: A mixture of 2-bromoquinoline (0.44 g), 3-butynol (0.2 ml), N,N-dicyclohexylamine (0.46 ml), BTPC (30 mg), copper (I) iodide (5 mg) and acetonitrile (10 ml) was stirred at 22° for 5 h. Ether (50 ml) was added, and the mixture filtered and evaporated in vacuo. The residue was purified by FCC eluting with ether followed by ether-methanol (19:1), to afford the title compound as a colourless solid (0.41 g). A small sample recrystallised from ethyl acetate-hexane had m.p. 89°-91°. Reported procedure: A! Starting from 5-bromopentanoic acid (50 g, 0.276 mole) and thionyl chloride (39 ml, 0.552 mole) in absolute ethanol (500 ml) and following the procedure of Example 13,A!, there were obtained 62.7 g of ethyl 5-bromopentanoate (quantitative yield) which was used as such in the next step. Reaction SMILES: [Br:1][CH2:2][CH2:3][CH2:4][CH2:5][C:6]([OH:8])=[O:7].S(Cl)(Cl)=O.[CH2:13](O)[CH3:14]>>[Br:1][CH2:2][CH2:3][CH2:4][CH2:5][C:6]([O:8][CH2:13][CH3:14])=[O:7]. Yields the product BrCCCCC(=O)OCC (ethyl 5-bromopentanoate). Starting materials: BrCCCCC(=O)O (5-bromopentanoic acid), S(=O)(Cl)Cl (thionyl chloride), C(C)O (ethanol). The reactants are CC1(OC(=CC1=O)C(C1=CC=CC=C1)=NOC(=O)NCCCCCCCC)C1=CC=CC=C1.C1(CCCCC1)C1(OC(=CC1=O)C(C1=CC=CC=C1)=NOC(=O)NCCCCCCCC)C (2-cyclohexyl-2-methyl-5-[[[[(octylamino)carbonyl]oxy]imino]phenylmethyl]-3(2H)-furanone 2-methyl-2-phenyl-5-[[[[(octylamino)carbonyl]oxy]imino]phenylmethyl]-3(2H)-furanone), ClC1=CC=C(C=C1)C1(OC(=CC1=O)C(C1=CC=CC=C1)=NOC(=O)NCCCCCCCC)C (2-(4-chlorophenyl)-2-methyl-5-[[[[(octylamino)carbonyl]oxy]imino]phenylmethyl]-3(2H)-furanone), CC(C)(C)C1=CC=C(C=C1)C1(OC(=CC1=O)C(C1=CC=CC=C1)=NOC(=O)NCCCCCCCC)C (2-[4-(1,1-dimethylethyl)phenyl]-2-methyl-5-[[[[(octylamino)carbonyl]oxy]imino]phenylmethyl]-3(2H)-furanone). The product is CC1(OC(=CC1=O)C(C1=CC=CC=C1)=NOC(=O)NCCCCCCCC\C=C\C\C=C\CCCCC)C (2,2-dimethyl-5-[[[[[(E,E)-9,12-octadecadienylamino]carbonyl]oxy]imino]phenylmethyl]-3(2H)-furanone). RXN SMILES: C[C:2]1([C:28]2C=[CH:32][CH:31]=[CH:30][CH:29]=2)[C:6](=O)[CH:5]=[C:4]([C:8](=NOC(NCCCCCCCC)=O)[C:9]2C=CC=C[CH:10]=2)O1.[CH:34]1([C:40]2([CH3:66])[C:44](=[O:45])[CH:43]=[C:42]([C:46](=[N:53][O:54][C:55]([NH:57][CH2:58][CH2:59][CH2:60][CH2:61][CH2:62][CH2:63]CC)=[O:56])[C:47]3[CH:52]=[CH:51][CH:50]=[CH:49][CH:48]=3)[O:41]2)CCCCC1.ClC1C=CC(C2(C)C(=O)C=C(C(=NOC(NCCCCCCCC)=O)C3C=CC=CC=3)O2)=CC=1.CC(C1C=CC(C2(C)C(=O)C=C(C(=NOC(NCCCCCCCC)=O)C3C=CC=CC=3)O2)=CC=1)(C)C>>[CH3:66][C:40]1([CH3:34])[C:44](=[O:45])[CH:43]=[C:42]([C:46](=[N:53][O:54][C:55]([NH:57][CH2:58][CH2:59][CH2:60][CH2:61][CH2:62][CH2:63][CH2:32][CH2:31]/[CH:30]=[CH:29]/[CH2:28]/[CH:2]=[CH:6]/[CH2:5][CH2:4][CH2:8][CH2:9][CH3:10])=[O:56])[C:47]2[CH:52]=[CH:51][CH:50]=[CH:49][CH:48]=2)[O:41]1 |f:0.1|. Reported procedure: 2-cyclohexyl-2-methyl-5-[[[[(octylamino)carbonyl]oxy]imino]phenylmethyl]-3(2H)-furanone 2-methyl-2-phenyl-5-[[[[(octylamino)carbonyl]oxy]imino]phenylmethyl]-3(2H)-furanone; 2-(4-chlorophenyl)-2-methyl-5-[[[[(octylamino)carbonyl]oxy]imino]phenylmethyl]-3(2H)-furanone; 2-[4-(1,1-dimethylethyl)phenyl]-2-methyl-5-[[[[(octylamino)carbonyl]oxy]imino]phenylmethyl]-3(2H)-furanone; Reactants: Cc1ccn(-c2ccc(-c3nc4cccnc4n3-c3ccc(CCNCC(O)COc4ccc(O[Si](c5ccccc5)(c5ccccc5)C(C)(C)C)cc4)cc3)c(Cl)c2)n1, CO, ClC(Cl)Cl. Product: Cc1ccn(-c2ccc(-c3nc4cccnc4n3-c3ccc(CCNCC(O)COc4ccc(O)cc4)cc3)c(Cl)c2)n1. RXN SMILES: [C:1]([Si:2]([c:3]1[cH:4][cH:5][cH:49][cH:50][cH:51]1)([O:6][c:7]1[cH:8][cH:9][c:10]([O:11][CH2:12][CH:13]([CH2:14][NH:15][CH2:16][CH2:17][c:18]2[cH:19][cH:20][c:21](-[n:24]3[c:25](-[c:33]4[c:34]([Cl:45])[cH:35][c:36](-[n:39]5[n:40][c:41]([CH3:44])[cH:42][cH:43]5)[cH:37][cH:38]4)[n:26][c:27]4[c:28]3[n:29][cH:30][cH:31][cH:32]4)[cH:22][cH:23]2)[OH:46])[cH:47][cH:48]1)[c:52]1[cH:53][cH:54][cH:55][cH:56][cH:57]1)([CH3:58])([CH3:59])[CH3:60].[CH3:61][OH:62].[CH:63]([Cl:64])([Cl:65])[Cl:66]>>[OH:6][c:7]1[cH:8][cH:9][c:10]([O:11][CH2:12][CH:13]([CH2:14][NH:15][CH2:16][CH2:17][c:18]2[cH:19][cH:20][c:21](-[n:24]3[c:25](-[c:33]4[c:34]([Cl:45])[cH:35][c:36](-[n:39]5[n:40][c:41]([CH3:44])[cH:42][cH:43]5)[cH:37][cH:38]4)[n:26][c:27]4[c:28]3[n:29][cH:30][cH:31][cH:32]4)[cH:22][cH:23]2)[OH:46])[cH:47][cH:48]1.